From a dataset of the Open Reaction Database (ORD), a public repository of structured organic reaction records. describe an organic reaction: reactants, conditions, products, and yield The reactants are COC(=O)C(Cc1ccc(NC(=O)c2c(Cl)cccc2Cl)cc1)NC(=O)C1(CCN)CCCC1, COc1ccc(C(=O)Cl)cc1, CCN(C(C)C)C(C)C, ClCCl. Product: COC(=O)C(Cc1ccc(NC(=O)c2c(Cl)cccc2Cl)cc1)NC(=O)C1(CCNC(=O)c2ccc(OC)cc2)CCCC1. RXN SMILES: [CH3:1][O:2][C:3]([CH:4]([NH:5][C:6](=[O:7])[C:8]1([CH2:13][CH2:14][NH2:15])[CH2:9][CH2:10][CH2:11][CH2:12]1)[CH2:16][c:17]1[cH:18][cH:19][c:20]([NH:23][C:24](=[O:25])[c:26]2[c:27]([Cl:33])[cH:28][cH:29][cH:30][c:31]2[Cl:32])[cH:21][cH:22]1)=[O:34].[CH3:35][O:36][c:37]1[cH:38][cH:39][c:40]([C:41](=[O:42])[Cl:43])[cH:44][cH:45]1.[CH:46]([N:47]([CH2:48][CH3:49])[CH:50]([CH3:51])[CH3:52])([CH3:53])[CH3:54].[Cl:55][CH2:56][Cl:57]>>[CH3:1][O:2][C:3]([CH:4]([NH:5][C:6](=[O:7])[C:8]1([CH2:13][CH2:14][NH:15][C:41]([c:40]2[cH:39][cH:38][c:37]([O:36][CH3:35])[cH:45][cH:44]2)=[O:42])[CH2:9][CH2:10][CH2:11][CH2:12]1)[CH2:16][c:17]1[cH:18][cH:19][c:20]([NH:23][C:24](=[O:25])[c:26]2[c:27]([Cl:33])[cH:28][cH:29][cH:30][c:31]2[Cl:32])[cH:21][cH:22]1)=[O:34]. Starting materials: C1(=CC=C(C=C1)S(=O)(=O)N[C@H](C(=O)O)CNC(=O)C1=NN2C(C(N(CCC2)CCC2CCN(CC2)C(=O)OC(C)(C)C)=O)=C1)C (2(S)-[(p-Toluenesulfonyl)amino]-3-[[[5,6,7,8-tetrahydro-4-oxo-5- [2-(N-BOC-piperidin-4-yl)ethyl]-4H-pyrazolo[1,5-a]-[1,4]diazepin-2-yl]-carbonyl]amino]propionic acid), 1L. Run in C(Cl)Cl (Methylene chloride). Run at time 2 minute. Yields the product C1(=CC=C(C=C1)S(=O)(=O)N[C@H](C(=O)O)CNC(=O)C1=NN2C(C(N(CCC2)CCC2CCNCC2)=O)=C1)C (2(S)-[(p-Toluenesulfonyl)amino]-3-[[[5,6,7,8-tetrahydro-4-oxo-5-[2-(piperidin-4-yl)ethyl]-4H-pyrazolo-[1,5 -a][1,4]diazepin-2-yl]carbonyl]-amino]propionic acid). Reaction SMILES: [C:1]1([CH3:45])[CH:6]=[CH:5][C:4]([S:7]([NH:10][C@@H:11]([CH2:15][NH:16][C:17]([C:19]2[CH:44]=[C:22]3[C:23](=[O:43])[N:24]([CH2:28][CH2:29][CH:30]4[CH2:35][CH2:34][N:33](C(OC(C)(C)C)=O)[CH2:32][CH2:31]4)[CH2:25][CH2:26][CH2:27][N:21]3[N:20]=2)=[O:18])[C:12]([OH:14])=[O:13])(=[O:9])=[O:8])=[CH:3][CH:2]=1>C(Cl)Cl>[C:1]1([CH3:45])[CH:6]=[CH:5][C:4]([S:7]([NH:10][C@@H:11]([CH2:15][NH:16][C:17]([C:19]2[CH:44]=[C:22]3[C:23](=[O:43])[N:24]([CH2:28][CH2:29][CH:30]4[CH2:35][CH2:34][NH:33][CH2:32][CH2:31]4)[CH2:25][CH2:26][CH2:27][N:21]3[N:20]=2)=[O:18])[C:12]([OH:14])=[O:13])(=[O:8])=[O:9])=[CH:3][CH:2]=1. Procedure: 15-1 (7.42 g, 11.48 mmol) was placed in a 1L round bottom flask equipped with a magnetic stir bar. Methylene chloride was added and the reaction mixture was cooled to 0°-5°. Hydrogen chloride was bubbled through the suspension with stirring. After about 2 min. the solid went into solution, and soon afterward a second precipitate formed. After bubbling gas through the suspension for an additional 5 min. the reaction flask was warmed to room temperature. After 30 min. the contents of the reaction ... Starting materials: ClC=1C(=C(C(=C(C(=O)F)C1)F)F)F (5-chloro-2,3,4-trifluorobenzoyl fluoride), [OH-].[Na+] (sodium hydroxide). The product is ClC=1C(=C(C(=C(C(=O)O)C1)F)F)F (5-chloro-2,3,4-trifluorobenzoic acid). As a reaction SMILES: [Cl:1][C:2]1[C:3]([F:13])=[C:4]([F:12])[C:5]([F:11])=[C:6]([CH:10]=1)[C:7](F)=[O:8].[OH-:14].[Na+]>>[Cl:1][C:2]1[C:3]([F:13])=[C:4]([F:12])[C:5]([F:11])=[C:6]([CH:10]=1)[C:7]([OH:14])=[O:8] |f:1.2|. Procedure: When 5-chloro-2,3,4-trifluorobenzoyl fluoride is briefly treated with aqueous sodium hydroxide solution then, after acidification and drying, crystals of 5-chloro-2,3,4-trifluorobenzoic acid are obtained, melting point: 123°-4° C. Starting materials: saturated aqueous solution, NH4HSO4, [Mg] (magnesium), BrC=1C=C(C=CC1)OC (3-bromoanisole), CC(C=O)=CCC (2-methyl-2-pentenal). The reagents and catalysts are [Cu]I (copper(I) iodide), BrC=1C=C(C=CC1)OC (3-bromoanisole). Run in C1CCOC1 (THF), C1CCOC1 (THF), C1CCOC1 (THF), C1CCOC1 (THF). Run at temperature -70 celsius, time 1 hour. Product: C(C)(C)OC(C)C.CCCCCC (diisopropyl ether n-hexane), B2. Yield: 29.0%. Reaction SMILES: [Mg].Br[C:3]1[CH:4]=[C:5]([O:9]C)[CH:6]=[CH:7][CH:8]=1.CC(=[CH:15][CH2:16][CH3:17])C=O>BrC1C=C(OC)C=CC=1.C1COCC1.[Cu]I>[CH:5]([O:9][CH:16]([CH3:15])[CH3:17])([CH3:6])[CH3:4].[CH3:5][CH2:4][CH2:3][CH2:8][CH2:7][CH3:6] |f:6.7|. Reported procedure: To 1.46 g (0.06 mol) of magnesium were added 50 mL of dry THF. 5 drops of 3-bromoanisole were added to this mixture and the resulting suspension was refluxed until the reaction started. Then, a solution of 7.63 mL of 3-bromoanisole (0.06 mol) in 15 mL of dry THF was slowly added dropwise, thereby maintaining a constant reflux of the reaction mixture. After addition and refluxing of the reaction mixture for another hour, the mixture was cooled to −70° C. At this temperature 11.4 g (0.06 mol) copp... Reported procedure: Into a 8-dram vial, N-{2-[2-Methanesulfinyl-5-(2-trimethylsilanyl-ethoxymethoxy)-pyrrolo[2,1-f][1,2,4]triazin-7-yl]-phenyl}-N-methyl-methane sulfonamide (480 mg, 0.94 mmol) was added to heated solution of 19.10 M of Sodium hydroxide in Water (5.0 mL, 96 mmol) at 110° C. The reaction mixture was heated at 120° C. for 2 hours. 5 mL of Acetic acid was added to adjust pH to 5. The reaction was partitioned with water and DCM. The organic was separated, washed with Brine and dried over Na2SO4. The sol... The solvent is C(C)(=O)O (Acetic acid). Isolated yield 45.0%. Yields the product OC1=NN2C(C=N1)=C(C=C2C2=C(C=CC=C2)N(S(=O)(=O)C)C)OCOCC[Si](C)(C)C (N-{2-[2-Hydroxy-5-(2-trimethylsilanyl-ethoxymethoxy)-pyrrolo[2,1-f][1,2,4]triazin-7-yl]-phenyl}-N-methyl-methanesulfonamide). Reactants: CS(=O)C1=NN2C(C=N1)=C(C=C2C2=C(C=CC=C2)N(S(=O)(=O)C)C)OCOCC[Si](C)(C)C (N-{2-[2-Methanesulfinyl-5-(2-trimethylsilanyl-ethoxymethoxy)-pyrrolo[2,1-f][1,2,4]triazin-7-yl]-phenyl}-N-methyl-methane sulfonamide), [OH-].[Na+] (Sodium hydroxide), O (Water). As a reaction SMILES: CS([C:4]1[N:9]=[CH:8][C:7]2=[C:10]([O:25][CH2:26][O:27][CH2:28][CH2:29][Si:30]([CH3:33])([CH3:32])[CH3:31])[CH:11]=[C:12]([C:13]3[CH:18]=[CH:17][CH:16]=[CH:15][C:14]=3[N:19]([CH3:24])[S:20]([CH3:23])(=[O:22])=[O:21])[N:6]2[N:5]=1)=O.[OH-:34].[Na+].O>C(O)(=O)C>[OH:34][C:4]1[N:9]=[CH:8][C:7]2=[C:10]([O:25][CH2:26][O:27][CH2:28][CH2:29][Si:30]([CH3:32])([CH3:33])[CH3:31])[CH:11]=[C:12]([C:13]3[CH:18]=[CH:17][CH:16]=[CH:15][C:14]=3[N:19]([CH3:24])[S:20]([CH3:23])(=[O:22])=[O:21])[N:6]2[N:5]=1 |f:1.2|. Reaction conditions: temperature 120 celsius. Starting materials: OCCCN1N=CC(=C1)C=1C=CC(=C2C(N(CC12)C)=O)NC1=NC(=NC=C1C(F)(F)F)NC1=C(C=C(CP(OCC)(OCC)=O)C=C1)OC (diethyl (4-{[4-({7-[1-(3-hydroxypropyl)-1H-pyrazol-4-yl]-2-methyl-3-oxo-2,3-dihydro-1H-isoindol-4-yl}amino)-5-(trifluoromethyl)pyrimidin-2-yl]amino}-3-methoxybenzyl)phosphonate), OCCCN1N=CC(=C1)C=1C=CC(=C2C(N(CC12)C)=O)NC1=NC(=NC=C1C(F)(F)F)NC1=C(C=C(CP(OCC)(OCC)=O)C=C1)OC (diethyl (4-{[4-({7-[1-(3-hydroxypropyl)-1H-pyrazol-4-yl]-2-methyl-3-oxo-2,3-dihydro-1H-isoindol-4-yl}amino)-5-(trifluoromethyl)pyrimidin-2-yl]amino}-3-methoxybenzyl)phosphonate), [I-].[Na+] (sodium iodide). Run in CC(CC)=O (2-butanone). Yields the product OCCCN1N=CC(=C1)C=1C=CC(=C2C(N(CC12)C)=O)NC1=NC(=NC=C1C(F)(F)F)NC1=C(C=C(CP(OCC)([O-])=O)C=C1)OC.[Na+] (Sodium ethyl (4-{[4-({7-[1-(3-hydroxypropyl)-1H-pyrazol-4-yl]-2-methyl-3-oxo-2,3-dihydro-1H-isoindol-4-yl}amino)-5-(trifluoromethyl)pyrimidin-2-yl]amino}-3-methoxybenzyl)phosphonate). RXN SMILES: [OH:1][CH2:2][CH2:3][CH2:4][N:5]1[CH:9]=[C:8]([C:10]2[CH:11]=[CH:12][C:13]([NH:21][C:22]3[C:27]([C:28]([F:31])([F:30])[F:29])=[CH:26][N:25]=[C:24]([NH:32][C:33]4[CH:47]=[CH:46][C:36]([CH2:37][P:38](=[O:45])([O:42]CC)[O:39][CH2:40][CH3:41])=[CH:35][C:34]=4[O:48][CH3:49])[N:23]=3)=[C:14]3[C:18]=2[CH2:17][N:16]([CH3:19])[C:15]3=[O:20])[CH:7]=[N:6]1.[I-].[Na+:51]>CC(=O)CC>[OH:1][CH2:2][CH2:3][CH2:4][N:5]1[CH:9]=[C:8]([C:10]2[CH:11]=[CH:12][C:13]([NH:21][C:22]3[C:27]([C:28]([F:31])([F:30])[F:29])=[CH:26][N:25]=[C:24]([NH:32][C:33]4[CH:47]=[CH:46][C:36]([CH2:37][P:38](=[O:42])([O-:45])[O:39][CH2:40][CH3:41])=[CH:35][C:34]=4[O:48][CH3:49])[N:23]=3)=[C:14]3[C:18]=2[CH2:17][N:16]([CH3:19])[C:15]3=[O:20])[CH:7]=[N:6]1.[Na+:51] |f:1.2,4.5|. Procedure: A suspension of diethyl (4-{[4-({7-[1-(3-hydroxypropyl)-1H-pyrazol-4-yl]-2-methyl-3-oxo-2,3-dihydro-1H-isoindol-4-yl}amino)-5-(trifluoromethyl)pyrimidin-2-yl]amino}-3-methoxybenzyl)phosphonate (Compound 1B, 255 mg, 0.36 mmol) and sodium iodide (606 mg, 4.04 mmol) in 2-butanone (5 mL) was subjected to 7 hours of microwave irradiation at 120° C. A solid precipitated, which filtered off, rinsed several times with ice cold acetone, and dried thoroughly to afford the desired compound as 277 mg as a l... The reactants are [OH-].[Na+] (caustic soda), ClC(=C[N+](=O)[O-])Cl (2,2-dichloronitroethylene), Cl (hydrochloric acid), CNCCCS (1-methylamino-3-propanethiol), [OH-].[Na+] (caustic soda). Solvent: CO (methanol), CO (methanol), C(Cl)Cl (methylene chloride), O (water), CO (methanol). Run at temperature 0 celsius, time 1 hour. Yields the product CN1C(SCCC1)=C[N+](=O)[O-] (tetrahydro-3-methyl-2-(nitromethylene)-1,3-thiazine). The yield is 98.3%. As a reaction SMILES: [CH3:1][NH:2][CH2:3][CH2:4][CH2:5][SH:6].[OH-].[Na+].Cl[C:10](Cl)=[CH:11][N+:12]([O-:14])=[O:13].Cl>CO.C(Cl)Cl.O>[CH3:1][N:2]1[CH2:3][CH2:4][CH2:5][S:6][C:10]1=[CH:11][N+:12]([O-:14])=[O:13] |f:1.2|. Reported procedure: Into 40 ml of methanol were added 5.0 g of 1-methylamino-3-propanethiol and 0.8 g of caustic soda, followed by stirring, to be completely dissolved therein. Then, the mixture was cooled to 0° C. While stirring the solution, a solution of 1.6 g of caustic soda dissolved in 25 ml of methanol and a solution of 2.8 g of 2,2-dichloronitroethylene diluted in 20 ml of methanol were added at the same time dropwise slowly over 50 minutes, and the reaction was carried out for one hour at about 8° C. After... Starting materials: B, CCOC(=O)C1CC(O[Si](C)(C)C(C)(C)C)CC1C(=O)O, C1CCOC1, O. Product: CCOC(=O)C1CC(O[Si](C)(C)C(C)(C)C)CC1CO. As a reaction SMILES: [BH3:22].[CH2:1]([CH3:2])[O:3][C:4](=[O:5])[CH:6]1[CH:7]([C:19](=[O:20])[OH:21])[CH2:8][CH:9]([O:11][Si:12]([CH3:13])([CH3:14])[C:15]([CH3:16])([CH3:17])[CH3:18])[CH2:10]1.[O:24]1[CH2:25][CH2:26][CH2:27][CH2:28]1.[OH2:23]>>[CH2:1]([CH3:2])[O:3][C:4](=[O:5])[CH:6]1[CH:7]([CH2:19][OH:20])[CH2:8][CH:9]([O:11][Si:12]([CH3:13])([CH3:14])[C:15]([CH3:16])([CH3:17])[CH3:18])[CH2:10]1.